Dataset: the Open Reaction Database (ORD), a public repository of structured organic reaction records. Task: describe an organic reaction: reactants, conditions, products, and yield Reactants: CC=1SC(=C(N1)C1=CC=CC=C1)C(=O)N1C(CCC(C1)=O)CNC(=O)C=1C=CC=C2C=CC=NC12 (N-((1-(2-methyl-4-phenylthiazole-5-carbonyl)-5-oxopiperidin-2-yl)methyl)quinoline-8-carboxamide), NCCO (2-aminoethanol). Product: OCCNC1CCC(N(C1)C(=O)C1=C(N=C(S1)C)C1=CC=CC=C1)CNC(=O)C=1C=CC=C2C=CC=NC12 (N-((5-(2-Hydroxyethylamino)-1-(2-methyl-4-phenylthiazole-5-carbonyl)piperidin-2-yl)methyl)quinoline-8-carboxamide). Reaction SMILES: [CH3:1][C:2]1[S:3][C:4]([C:13]([N:15]2[CH2:20][C:19](=O)[CH2:18][CH2:17][CH:16]2[CH2:22][NH:23][C:24]([C:26]2[CH:27]=[CH:28][CH:29]=[C:30]3[C:35]=2[N:34]=[CH:33][CH:32]=[CH:31]3)=[O:25])=[O:14])=[C:5]([C:7]2[CH:12]=[CH:11][CH:10]=[CH:9][CH:8]=2)[N:6]=1.[NH2:36][CH2:37][CH2:38][OH:39]>>[OH:39][CH2:38][CH2:37][NH:36][CH:19]1[CH2:20][N:15]([C:13]([C:4]2[S:3][C:2]([CH3:1])=[N:6][C:5]=2[C:7]2[CH:12]=[CH:11][CH:10]=[CH:9][CH:8]=2)=[O:14])[CH:16]([CH2:22][NH:23][C:24]([C:26]2[CH:27]=[CH:28][CH:29]=[C:30]3[C:35]=2[N:34]=[CH:33][CH:32]=[CH:31]3)=[O:25])[CH2:17][CH2:18]1. Procedure details: N-((5-(2-Hydroxyethylamino)-1-(2-methyl-4-phenylthiazole-5-carbonyl)piperidin-2-yl)methyl)quinoline-8-carboxamide was prepared according to general procedure N using N-((1-(2-methyl-4-phenylthiazole-5-carbonyl)-5-oxopiperidin-2-yl)methyl)quinoline-8-carboxamide and 2-aminoethanol. (ESI) 530 (M+H). The reactants are CC1(C)OCCC2C(NC(=O)OCc3ccccc3)C(=O)N21, CCOC(C)=O, [Pd]. Yields the product CC1(C)OCCC2C(N)C(=O)N21. RXN SMILES: [CH2:1]([O:2][C:3](=[O:4])[NH:11][CH:12]1[CH:13]2[CH2:14][CH2:15][O:16][C:17]([CH3:21])([CH3:22])[N:18]2[C:19]1=[O:20])[c:5]1[cH:6][cH:7][cH:8][cH:9][cH:10]1.[CH3:23][CH2:24][O:25][C:26](=[O:27])[CH3:28].[Pd:29]>>[NH2:11][CH:12]1[CH:13]2[CH2:14][CH2:15][O:16][C:17]([CH3:21])([CH3:22])[N:18]2[C:19]1=[O:20]. The reactants are CC(=O)OC(C)(C)CCC=O, CC1=CN=C(C=C1)N, [C-]#[N+]C1CCCCC1. The reagents and catalysts are O=C(O)C(F)(F)F (trifluoroacetic acid). Solvent: CC(C)O (isopropyl alcohol), CC(C)O (isopropylalcohol). Reaction conditions: temperature 22 celsius, time 20 hour. The product is CC(=O)OC(C)(C)CCc1c(NC2CCCCC2)n2cc(C)ccc2n1. Yield: 0.0%. As a reaction SMILES: CC1=CC=C(N)N=C1.[C-]#[N+]C1CCCCC1.CC(=O)OC(C)(C)CCC=O>>CC(=O)OC(C)(C)CCC1=C(NC2CCCCC2)N2C=C(C)C=CC2=N1. The product is C(C)(C)(C)OC(=O)C1=CC(=C(C=C1)C=1C(=NN(C1CCCC)C1=CC(=CC=C1)OC1=CC=CC=C1)C(=O)OCC)C(=O)N1CC2=CC=CC=C2CC1 (Ethyl 4-(4-(tert-butoxycarbonyl)-2-(1,2,3,4-tetrahydroisoquinoline-2-carbonyl)phenyl)-5-butyl-1-(3-phenoxyphenyl)-1H-pyrazole-3-carboxylate). Reported procedure: Following a procedure analogous to that for the synthesis of Intermediate 223E, (E)-ethyl 2-(2-(3-phenoxyphenyl)hydrazono)acetate (37 mg, 0.13 mmol) and tert-butyl 4-(2-nitrohex-1-enyl)-3-(1,2,3,4-tetrahydroisoquinoline-2-carbonyl)benzoate (60 mg, 0.13 mmol) were converted to the title compound (30 mg, 33%) as a pale yellow oil. 1H NMR (CDCl3, 1:1 mixture of amide rotamers) δ 8.08 (dd, J=8, 2 Hz, 1H), 8.04-8.02 (m, 1H), 7.44-6.78 (m, 14H), 5.02-4.98 (m, 1H), 4.41-4.35 (m, 1H), 4.31-4.26 (m, 2H),... As a reaction SMILES: [O:1]([C:8]1[CH:9]=[C:10]([NH:14]/[N:15]=[CH:16]/[C:17]([O:19][CH2:20][CH3:21])=[O:18])[CH:11]=[CH:12][CH:13]=1)[C:2]1[CH:7]=[CH:6][CH:5]=[CH:4][CH:3]=1.[N+]([C:25]([CH2:52][CH2:53][CH2:54][CH3:55])=[CH:26][C:27]1[CH:39]=[CH:38][C:30]([C:31]([O:33][C:34]([CH3:37])([CH3:36])[CH3:35])=[O:32])=[CH:29][C:28]=1[C:40]([N:42]1[CH2:51][CH2:50][C:49]2[C:44](=[CH:45][CH:46]=[CH:47][CH:48]=2)[CH2:43]1)=[O:41])([O-])=O>>[C:34]([O:33][C:31]([C:30]1[CH:38]=[CH:39][C:27]([C:26]2[C:16]([C:17]([O:19][CH2:20][CH3:21])=[O:18])=[N:15][N:14]([C:10]3[CH:11]=[CH:12][CH:13]=[C:8]([O:1][C:2]4[CH:3]=[CH:4][CH:5]=[CH:6][CH:7]=4)[CH:9]=3)[C:25]=2[CH2:52][CH2:53][CH2:54][CH3:55])=[C:28]([C:40]([N:42]2[CH2:51][CH2:50][C:49]3[C:44](=[CH:45][CH:46]=[CH:47][CH:48]=3)[CH2:43]2)=[O:41])[CH:29]=1)=[O:32])([CH3:35])([CH3:36])[CH3:37]. Isolated yield 33.0%. Reactants: Intermediate 223E, O(C1=CC=CC=C1)C=1C=C(C=CC1)N\N=C\C(=O)OCC ((E)-ethyl 2-(2-(3-phenoxyphenyl)hydrazono)acetate), [N+](=O)([O-])C(=CC1=C(C=C(C(=O)OC(C)(C)C)C=C1)C(=O)N1CC2=CC=CC=C2CC1)CCCC (tert-butyl 4-(2-nitrohex-1-enyl)-3-(1,2,3,4-tetrahydroisoquinoline-2-carbonyl)benzoate).